The task is: describe an organic reaction: reactants, conditions, products, and yield. This data is from the Open Reaction Database (ORD), a public repository of structured organic reaction records. Starting materials: CCO, COC(=O)CC1CCCN(C(=O)c2ccc(NC(=O)c3ccccc3C)nc2)c2ccc(Cl)cc21, Cl, [Na+], [OH-], O. Yields the product Cc1ccccc1C(=O)Nc1ccc(C(=O)N2CCCC(CC(=O)O)c3cc(Cl)ccc32)cn1. RXN SMILES: [CH3:40][CH2:41][OH:42].[Cl:1][c:2]1[cH:3][cH:4][c:5]2[c:6]([cH:35]1)[CH:7]([CH2:30][C:31](=[O:32])[O:33][CH3:34])[CH2:8][CH2:9][CH2:10][N:11]2[C:12]([c:13]1[cH:14][n:15][c:16]([NH:19][C:20]([c:21]2[c:22]([CH3:27])[cH:23][cH:24][cH:25][cH:26]2)=[O:28])[cH:17][cH:18]1)=[O:29].[ClH:39].[Na+:37].[OH-:36].[OH2:38]>>[Cl:1][c:2]1[cH:3][cH:4][c:5]2[c:6]([cH:35]1)[CH:7]([CH2:30][C:31](=[O:32])[OH:33])[CH2:8][CH2:9][CH2:10][N:11]2[C:12]([c:13]1[cH:14][n:15][c:16]([NH:19][C:20]([c:21]2[c:22]([CH3:27])[cH:23][cH:24][cH:25][cH:26]2)=[O:28])[cH:17][cH:18]1)=[O:29]. Reactants: II (iodine), ClC1=C(C=C(C(=C1)Cl)OCC#C)N1N=NN(C1=O)CCC (1-[2,4-dichloro-5-(2-propynyloxy)phenyl]-1,4-dihydro-4-propyl-5H-tetrazol-5-one), saturated aqueous solution, [OH-].[Na+] (sodium hydroxide). Solvent: CO (methanol), CO (methanol), CO (methanol). Conditions: time 18 hour. The product is ClC1=C(C=C(C(=C1)Cl)OCC#CI)N1N=NN(C1=O)CCC (1-[2,4-dichloro-5-(3-iodo-2-propynyloxy)phenyl]-1,4-dihydro-4-propyl-5H-tetrazol-5-one). The yield is 20.2%. RXN SMILES: [Cl:1][C:2]1[CH:7]=[C:6]([Cl:8])[C:5]([O:9][CH2:10][C:11]#[CH:12])=[CH:4][C:3]=1[N:13]1[C:17](=[O:18])[N:16]([CH2:19][CH2:20][CH3:21])[N:15]=[N:14]1.[OH-].[Na+].[I:24]I>CO>[Cl:1][C:2]1[CH:7]=[C:6]([Cl:8])[C:5]([O:9][CH2:10][C:11]#[C:12][I:24])=[CH:4][C:3]=1[N:13]1[C:17](=[O:18])[N:16]([CH2:19][CH2:20][CH3:21])[N:15]=[N:14]1 |f:1.2|. Reported procedure: To a cold solution of 0.5 g (0.00153 mole) of 1-[2,4-dichloro-5-(2-propynyloxy)phenyl]-1,4-dihydro-4-propyl-5H-tetrazol-5-one in 20 mL of methanol was added 2 mL of a saturated aqueous solution of sodium hydroxide and an additional 10 mL of methanol. To this mixture was added a solution of 0.39 g (0.00153 mole) of iodine in 5 mL of methanol. After complete addition, the reaction mixture was allowed to warm to room temperature and was stirred for approximately 18 hours. The reaction mixture was f... The reactants are CC[SiH](CC)CC, CCc1c(C(O)C(N)=O)c2c(OC)cccc2n1Cc1cccc(Cl)c1, O=C(O)C(F)(F)F. Product: CCc1c(CC(N)=O)c2c(OC)cccc2n1Cc1cccc(Cl)c1. Reaction SMILES: [CH2:27]([SiH:28]([CH2:29][CH3:30])[CH2:31][CH3:32])[CH3:33].[Cl:1][c:2]1[cH:3][c:4]([CH2:8][n:9]2[c:10]([CH2:25][CH3:26])[c:11]([CH:20]([C:21](=[O:22])[NH2:23])[OH:24])[c:12]3[c:13]([O:18][CH3:19])[cH:14][cH:15][cH:16][c:17]23)[cH:5][cH:6][cH:7]1.[OH:34][C:35]([C:36]([F:37])([F:38])[F:39])=[O:40]>>[Cl:1][c:2]1[cH:3][c:4]([CH2:8][n:9]2[c:10]([CH2:25][CH3:26])[c:11]([CH2:20][C:21](=[O:22])[NH2:23])[c:12]3[c:13]([O:18][CH3:19])[cH:14][cH:15][cH:16][c:17]23)[cH:5][cH:6][cH:7]1. Reaction SMILES: [O:1]1[CH2:6][CH2:5][CH:4]=[C:3](B2OC(C)(C)C(C)(C)O2)[CH2:2]1.[NH2:16][C:17]1[O:18][CH2:19][CH2:20][C@:21]2([C:35]3[C:30](=[N:31][CH:32]=[C:33](Br)[CH:34]=3)[O:29][C:28]3[C:23]2=[CH:24][C:25]([NH:37][C:38](=[O:46])[C:39]2[CH:44]=[CH:43][C:42]([Cl:45])=[CH:41][N:40]=2)=[CH:26][CH:27]=3)[N:22]=1.P([O-])([O-])([O-])=O.[K+].[K+].[K+]>>[NH2:16][C:17]1[O:18][CH2:19][CH2:20][C@:21]2([C:35]3[C:30](=[N:31][CH:32]=[C:33]([C:3]4[CH2:2][O:1][CH2:6][CH2:5][CH:4]=4)[CH:34]=3)[O:29][C:28]3[C:23]2=[CH:24][C:25]([NH:37][C:38](=[O:46])[C:39]2[CH:44]=[CH:43][C:42]([Cl:45])=[CH:41][N:40]=2)=[CH:26][CH:27]=3)[N:22]=1 |f:2.3.4.5|. Run at temperature 85 celsius. Reported procedure: A microwave vial was charged with 2-(5,6-dihydro-2H-pyran-3-yl)-4,4,5,5-tetramethyl-1,3,2-dioxaborolane (32.2 mg, 0.153 mmol), (S)—N-(2′-amino-3-bromo-5′,6′-dihydrospiro[chromeno[2,3-b]pyridine-5,4′-[1,3]oxazin]-7-yl)-5-chloropicolinamide (64 mg, 0.128 mmol, Example 1), bis[di-tert-butyl(4 dimethylaminophenyl)phosphine]dichloropalladium(II) (4.53 mg, 6.39 μmol) and potassium phosphate (81 mg, 0.383 mmol). The vial was evacuated and backfilled with nitrogen (procedure was repeated twice). Dioxane... Starting materials: O1CC(=CCC1)B1OC(C(O1)(C)C)(C)C (2-(5,6-dihydro-2H-pyran-3-yl)-4,4,5,5-tetramethyl-1,3,2-dioxaborolane), NC=1OCC[C@]2(N1)C1=CC(=CC=C1OC1=NC=C(C=C12)Br)NC(C1=NC=C(C=C1)Cl)=O ((S)—N-(2′-amino-3-bromo-5′,6′-dihydrospiro[chromeno[2,3-b]pyridine-5,4′-[1,3]oxazin]-7-yl)-5-chloropicolinamide), bis[di-tert-butyl(4 dimethylaminophenyl)phosphine]dichloropalladium(II), P(=O)([O-])([O-])[O-].[K+].[K+].[K+] (potassium phosphate). The yield is 21.7%. Yields the product NC=1OCC[C@]2(N1)C1=CC(=CC=C1OC1=NC=C(C=C12)C=1COCCC1)NC(C1=NC=C(C=C1)Cl)=O ((S)—N-(2′-amino-3-(5,6-dihydro-2H-pyran-3-yl)-5′,6′-dihydrospiro[chromeno[2,3-b]pyridine-5,4′-[1,3]oxazin]-7-yl)-5-chloropicolinamide). Starting materials: C1=CCCCC1, CN(C)C=O, CCO, O=C(Nc1ccc(-c2c[nH]c(=O)cn2)cc1)c1ccc([N+](=O)[O-])cc1. Yields the product Nc1ccc(C(=O)Nc2ccc(-c3c[nH]c(=O)cn3)cc2)cc1. Reaction SMILES: [CH2:26]1[CH2:27][CH:28]=[CH:29][CH2:30][CH2:31]1.[CH3:32][N:33]([CH3:34])[CH:35]=[O:36].[CH3:37][CH2:38][OH:39].[N+:1]([O-:2])(=[O:3])[c:4]1[cH:5][cH:6][c:7]([C:8](=[O:9])[NH:10][c:11]2[cH:12][cH:13][c:14](-[c:17]3[n:18][cH:19][c:20](=[O:23])[nH:21][cH:22]3)[cH:15][cH:16]2)[cH:24][cH:25]1>>[NH2:1][c:4]1[cH:5][cH:6][c:7]([C:8](=[O:9])[NH:10][c:11]2[cH:12][cH:13][c:14](-[c:17]3[n:18][cH:19][c:20](=[O:23])[nH:21][cH:22]3)[cH:15][cH:16]2)[cH:24][cH:25]1. Solvent: ClCCl (dichloromethane). Starting materials: C(C)N(CCNC(=O)C1=C(NC=2\C(\CCCC12)=C\1/C(NC2=CC=C(C=C12)F)=O)C)CC ((Z)—N-[2-(diethylamino)ethyl]-2-methyl-7-(1,2-dihydro-5-fluoro-2-oxo-3H-indol-3-ylidene)-4,5,6,7-tetrahydro-1H-indol-3-carboxamide), C(C)#N (acetonitrile), CS(=O)(=O)O (methanesulfonic acid). Product: CS(=O)(=O)O.C(C)N(CCNC(=O)C1=C(NC=2\C(\CCCC12)=C\1/C(NC2=CC=C(C=C12)F)=O)C)CC ((Z)—N-[2-(diethylamino)ethyl]-2-methyl-7-(1,2-dihydro-5-fluoro-2-oxo-3H-indol-3-ylidene)-4,5,6,7-tetrahydro-1H-indol-3-carboxamide methanesulfonate). RXN SMILES: [CH2:1]([N:3]([CH2:30][CH3:31])[CH2:4][CH2:5][NH:6][C:7]([C:9]1[C:17]2[CH2:16][CH2:15][CH2:14]/[C:13](=[C:18]3/[C:19](=[O:28])[NH:20][C:21]4[C:26]/3=[CH:25][C:24]([F:27])=[CH:23][CH:22]=4)/[C:12]=2[NH:11][C:10]=1[CH3:29])=[O:8])[CH3:2].C(#N)C.[CH3:35][S:36]([OH:39])(=[O:38])=[O:37]>ClCCl>[CH3:35][S:36]([OH:39])(=[O:38])=[O:37].[CH2:30]([N:3]([CH2:1][CH3:2])[CH2:4][CH2:5][NH:6][C:7]([C:9]1[C:17]2[CH2:16][CH2:15][CH2:14]/[C:13](=[C:18]3/[C:19](=[O:28])[NH:20][C:21]4[C:26]/3=[CH:25][C:24]([F:27])=[CH:23][CH:22]=4)/[C:12]=2[NH:11][C:10]=1[CH3:29])=[O:8])[CH3:31] |f:4.5|. Reported procedure: 4.25 g (10 mmol) (Z)—N-[2-(diethylamino)ethyl]-2-methyl-7-(1,2-dihydro-5-fluoro-2-oxo-3H-indol-3-ylidene)-4,5,6,7-tetrahydro-1H-indol-3-carboxamide was added to a mixture of 250 ml acetonitrile and 50 ml dichloromethane. The mixture was treated under ultrasonic sound to uniform dispersion. 1.11 g (11.5 mmol) methanesulfonic acid was added and the solution was heated to reflux with stirring under nitrogen atmosphere. After reaction for 1 h, the resulting solution was filtered while being hot, and... The yield is 83.0%. Reactants: CO, CCC(=CC(N)CO)c1ccccc1. Product: CCC(CC(N)CO)c1ccccc1. As a reaction SMILES: [CH3:15][OH:16].[NH2:1][CH:2]([CH2:3][OH:4])[CH:5]=[C:6]([CH2:7][CH3:8])[c:9]1[cH:10][cH:11][cH:12][cH:13][cH:14]1>>[NH2:1][CH:2]([CH2:3][OH:4])[CH2:5][CH:6]([CH2:7][CH3:8])[c:9]1[cH:10][cH:11][cH:12][cH:13][cH:14]1. Starting materials: ice, [Cl-].[Na+] (sodium chloride), C(\C=C\C1=CC(O)=C(O)C=C1)(=O)O (caffeic acid). Solvent: CN(C=O)C (dimethyl formamide). Conditions: temperature 150 celsius, time 3 hour. The product is OC=1C=C(C=C)C=CC1O (3,4-dihydroxystyrene). RXN SMILES: C(O)(=O)/[CH:2]=[CH:3]/[C:4]1[CH:11]=[CH:10][C:8]([OH:9])=[C:6]([OH:7])[CH:5]=1.[Cl-].[Na+]>CN(C)C=O>[OH:7][C:6]1[CH:5]=[C:4]([CH:11]=[CH:10][C:8]=1[OH:9])[CH:3]=[CH2:2] |f:1.2|. Procedure details: 200 g (1.11 mol) of caffeic acid are dissolved in 1.2 l of dimethyl formamide dissolved and the solution is stirred for 3 h at 150° C. After cooling to room temperature, the solution is poured on to 3 kg of ice, saturated with sodium chloride and extracted twice with ethyl acetate. The organic phase is washed with 2% NaHCO3 solution and then with water, dried over Na2SO4 and concentrated by evaporation, giving 120 g (80% ) of a highly viscous liquid which can be recrystallised from toluene. The ...